Dataset: the Open Reaction Database (ORD), a public repository of structured organic reaction records. Task: describe an organic reaction: reactants, conditions, products, and yield Starting materials: C(CCC)OC(=O)C=1C(=C2C(=C(N1)Br)SN=C2C)O (7-Bromo-4-hydroxy-3-methyl-isothiazolo[5,4-c]pyridine-5-carboxylic acid butyl ester), C1(=CC=CC=C1)B(O)O (phenyl boronic acid). Yields the product C(CCC)OC(=O)C=1C(=C2C(=C(N1)C1=CC=CC=C1)SN=C2C)O (4-Hydroxy-3-methyl-7-phenyl-isothiazolo[5,4-c]pyridine-5-carboxylic acid butyl ester). RXN SMILES: [CH2:1]([O:5][C:6]([C:8]1[C:9]([OH:19])=[C:10]2[C:17]([CH3:18])=[N:16][S:15][C:11]2=[C:12](Br)[N:13]=1)=[O:7])[CH2:2][CH2:3][CH3:4].[C:20]1(B(O)O)[CH:25]=[CH:24][CH:23]=[CH:22][CH:21]=1>>[CH2:1]([O:5][C:6]([C:8]1[C:9]([OH:19])=[C:10]2[C:17]([CH3:18])=[N:16][S:15][C:11]2=[C:12]([C:20]2[CH:25]=[CH:24][CH:23]=[CH:22][CH:21]=2)[N:13]=1)=[O:7])[CH2:2][CH2:3][CH3:4]. Procedure: The title compound was synthesized in analogy to Example 1 from 7-Bromo-4-hydroxy-3-methyl-isothiazolo[5,4-c]pyridine-5-carboxylic acid butyl ester and phenyl boronic acid: MS (m/z) 343.1 (M+1). Reactants: COC(C(Cl)Cl)(F)F (methoxyflurane), N[C@@H](CCC(N)=O)C(=O)O (L-glutamine), C[C@H]1[C@@]([C@H]([C@@H](O1)O[C@@H]2[C@H]([C@@H]([C@H]([C@@H]([C@H]2O)O)NC(=N)N)O)NC(=N)N)O[C@H]3[C@H]([C@@H]([C@H]([C@@H](O3)CO)O)O)NC)(C=O)O (streptomycin), peptides, peptides, CC1([C@@H](N2[C@H](S1)[C@@H](C2=O)NC(=O)CC=3C=CC=CC3)C(=O)[O-])C.[K+] (penicillin), C(=O)=O (CO2). Solvent: CS(=O)C (DMSO). Product: CC(C)[N+]1([C@@H]2CC[C@H]1CC(C2)OC(=O)C(CO)C3=CC=CC=C3)C.CC(C)(C)NC[C@@H](C1=CC(=C(C=C1)[O-])CO)O.Cl (AP-Cav). As a reaction SMILES: [CH3:1]OC(F)(F)C(Cl)[Cl:5].CC1(C)S[C@@H:13]2[C@H:15](N[C:19]([CH2:21][C:22]3[CH:23]=[CH:24][CH:25]=[CH:26][CH:27]=3)=[O:20])[C:16](=[O:17])N2[C@H]1C([O-])=O.[K+].C[C@@H]1[O:38][C@@H:37]([O:39][C@H:40]2[C@H:45](O)[C@@H:44](O)[C@H:43](NC(N)=N)[C@@H:42](O)[C@@H:41]2[NH:53][C:54](N)=N)[C@H](O[C@@H:58]2O[C@@H](CO)[C@H](O)[C@@H:60](O)[C@@H:59]2[NH:68][CH3:69])[C@@]1(O)C=O.N[C@H:74]([C:80]([OH:82])=O)[CH2:75][CH2:76][C:77](=[O:79])N.[C:83](=O)=O>CS(C)=O>[CH3:75][CH:74]([N+:53]1([CH3:54])[C@@H:41]2[CH2:1][CH:40]([O:39][C:37]([CH:21]([C:22]3[CH:27]=[CH:26][CH:25]=[CH:24][CH:23]=3)[CH2:19][OH:20])=[O:38])[CH2:45][C@H:44]1[CH2:43][CH2:42]2)[CH3:80].[CH3:83][C:59]([NH:68][CH2:69][C@H:80]([OH:82])[C:74]1[CH:75]=[CH:76][C:77]([O-:79])=[C:15]([CH2:16][OH:17])[CH:13]=1)([CH3:58])[CH3:60].[ClH:5] |f:1.2,7.8.9|. Procedure details: For isolated mouse aortic rings preparations, male C57 black mice (5-7 weeks of age) were anesthetized with methoxyflurane and sacrificed by exsanguination. The thoracic aorta was dissected and cut into cylindrical segments of three millimeters in length. Using a sterile 48-well tissue culture plate, each ring was incubated in a total volume of one ml with either peptides or vehicle (DMSO) diluted in DMEM supplemented with penicillin (100 units/ml), streptomycin (100 μg/ml) and L-glutamine (1 mM...